Dataset: the Open Reaction Database (ORD), a public repository of structured organic reaction records. Task: describe an organic reaction: reactants, conditions, products, and yield The reactants are CSc1sc(C(=N)NC(=O)OC(C)(C)C)cc1S(=O)(=O)c1cccc(-c2c(C)cccc2N)c1, NCCCCc1nnn(C(c2ccccc2)(c2ccccc2)c2ccccc2)n1, O=C(Cl)Oc1ccc([N+](=O)[O-])cc1, ClCCl, c1ccncc1. Yields the product CSc1sc(C(=N)NC(=O)OC(C)(C)C)cc1S(=O)(=O)c1cccc(-c2c(C)cccc2NC(=O)NCCCCc2nnn(C(c3ccccc3)(c3ccccc3)c3ccccc3)n2)c1. Reaction SMILES: [C:1]([CH3:2])([CH3:3])([CH3:4])[O:5][C:6]([NH:7][C:8](=[NH:9])[c:10]1[s:11][c:12]([S:32][CH3:33])[c:13]([S:15](=[O:16])(=[O:17])[c:18]2[cH:19][c:20](-[c:24]3[c:25]([NH2:31])[cH:26][cH:27][cH:28][c:29]3[CH3:30])[cH:21][cH:22][cH:23]2)[cH:14]1)=[O:34].[C:54]([c:55]1[cH:56][cH:57][cH:58][cH:59][cH:60]1)([c:61]1[cH:62][cH:63][cH:64][cH:65][cH:66]1)([c:67]1[cH:68][cH:69][cH:70][cH:71][cH:72]1)[n:73]1[n:74][c:75]([CH2:78][CH2:79][CH2:80][CH2:81][NH2:82])[n:76][n:77]1.[Cl:41][C:42](=[O:43])[O:44][c:45]1[cH:46][cH:47][c:48]([N+:49]([O-:50])=[O:51])[cH:52][cH:53]1.[Cl:83][CH2:84][Cl:85].[cH:35]1[cH:36][cH:37][n:38][cH:39][cH:40]1>>[C:1]([CH3:2])([CH3:3])([CH3:4])[O:5][C:6]([NH:7][C:8](=[NH:9])[c:10]1[s:11][c:12]([S:32][CH3:33])[c:13]([S:15](=[O:16])(=[O:17])[c:18]2[cH:19][c:20](-[c:24]3[c:25]([NH:31][C:42](=[O:43])[NH:82][CH2:81][CH2:80][CH2:79][CH2:78][c:75]4[n:74][n:73]([C:54]([c:55]5[cH:56][cH:57][cH:58][cH:59][cH:60]5)([c:61]5[cH:62][cH:63][cH:64][cH:65][cH:66]5)[c:67]5[cH:68][cH:69][cH:70][cH:71][cH:72]5)[n:77][n:76]4)[cH:26][cH:27][cH:28][c:29]3[CH3:30])[cH:21][cH:22][cH:23]2)[cH:14]1)=[O:34]. The reactants are COC1=CC=C(C=O)C=C1 (4-methoxybenzaldehyde), Cl.O(C)N (methoxylamine hydrochloride), compound 3-A. Yields the product CON=CC1=CC=C(C=C1)OC (4-Methoxybenzaldehyde O-methyloxime). Isolated yield 100.0%. Reaction SMILES: [CH3:1][O:2][C:3]1[CH:10]=[CH:9][C:6]([CH:7]=O)=[CH:5][CH:4]=1.Cl.[O:12]([NH2:14])[CH3:13]>>[CH3:13][O:12][N:14]=[CH:7][C:6]1[CH:9]=[CH:10][C:3]([O:2][CH3:1])=[CH:4][CH:5]=1 |f:1.2|. Reported procedure: Reaction of 4-methoxybenzaldehyde with methoxylamine hydrochloride as described in the preparation of compound 3-A gave the title oxime ether as a clear oil (100% yield ). 1HNMR indicated a 95:5 mixture of E- and Z-isomers. 1HNMR 400 MHz (CDCl3) δ (ppm): (E-isomer) 3.83 (3H, s, OCH3), 3.94 (3H, s, OCH3), 6.89 (2H, m, aromatics), 7.52 (2H, m, aromatics), 8.05 (1H, s, CH). Reactants: [N+](=O)([O-])C1=CC=C(C=C1)CCN (2-(4-nitrophenyl)ethylamine), CN1C(C=CC=2C(CCCC12)=O)=O (5,6,7,8-tetrahydro-1-methyl-5-oxo-2(1H)-quinolinone), C1(=CC=C(C=C1)S(=O)(=O)O)C (para-toluenesulfonic acid). The solvent is C1(=CC=CC=C1)C (toluene). Reaction conditions: time 1 hour. Yields the product CN1C(C=CC=2C(CCCC12)NCCC1=CC=C(C=C1)[N+](=O)[O-])=O (5,6,7,8-Tetrahydro-1-methyl-5-[[2-(4-nitrophenyl)ethyl]amino]-2(1H)-quinolinone). Isolated yield 68.6%. Reaction SMILES: [N+:1]([C:4]1[CH:9]=[CH:8][C:7]([CH2:10][CH2:11][NH2:12])=[CH:6][CH:5]=1)([O-:3])=[O:2].[CH3:13][N:14]1[C:23]2[CH2:22][CH2:21][CH2:20][C:19](=O)[C:18]=2[CH:17]=[CH:16][C:15]1=[O:25].C1(C)C=CC(S(O)(=O)=O)=CC=1>C1(C)C=CC=CC=1>[CH3:13][N:14]1[C:23]2[CH2:22][CH2:21][CH2:20][CH:19]([NH:12][CH2:11][CH2:10][C:7]3[CH:6]=[CH:5][C:4]([N+:1]([O-:3])=[O:2])=[CH:9][CH:8]=3)[C:18]=2[CH:17]=[CH:16][C:15]1=[O:25]. Procedure details: A mixture of 2-(4-nitrophenyl)ethylamine (3.4 g), 5,6,7,8-tetrahydro-1-methyl-5-oxo-2(1H)-quinolinone (3.0 g), and para-toluenesulfonic acid (256 mg) was heated in refluxing toluene (70 ml), with azeotropic removal of water, for a total of 72 hrs. An additional 1.0 g of the amine was added at 24 and 48 hrs. The resulting solution was cooled and concentrated in vacuo. Sodium borohydride (0.6 g) was added to a solution of the residue in ethyl alcohol (70 ml). The resulting mixture was stirred at r... Reactants: ClC=1C=C(CNC2=NC(=NC(=C2C(=O)O)Cl)SC)C=CC1OC (4-(3-chloro-4-methoxybenzylamino)-5-carboxy-6-chloro-2-methylthiopyrimidine), S(=O)(Cl)Cl (thionyl chloride), S(=O)(Cl)Cl (thionyl chloride). The product is ClC=1C=C(CNC2=NC(=NC(=C2C(=O)Cl)Cl)SC)C=CC1OC (4-(3-chloro-4-methoxybenzylamino)-5-chloroformyl-6-chloro-2-methylthiopyrimidine). RXN SMILES: [Cl:1][C:2]1[CH:3]=[C:4]([CH:19]=[CH:20][C:21]=1[O:22][CH3:23])[CH2:5][NH:6][C:7]1[C:12]([C:13](O)=[O:14])=[C:11]([Cl:16])[N:10]=[C:9]([S:17][CH3:18])[N:8]=1.S(Cl)([Cl:26])=O>>[Cl:1][C:2]1[CH:3]=[C:4]([CH:19]=[CH:20][C:21]=1[O:22][CH3:23])[CH2:5][NH:6][C:7]1[C:12]([C:13]([Cl:26])=[O:14])=[C:11]([Cl:16])[N:10]=[C:9]([S:17][CH3:18])[N:8]=1. Procedure: A mixture of 4-(3-chloro-4-methoxybenzylamino)-5-carboxy-6-chloro-2-methylthiopyrimidine 500 mg and thionyl chloride 2 ml is refluxed for 10 minutes. After reaction thionyl chloride is removed and the solvent is removed in azeotrope with methylene chloride to give 4-(3-chloro-4-methoxybenzylamino)-5-chloroformyl-6-chloro-2-methylthiopyrimidine. The reactants are C1(CCCCC1)N=C=NC1CCCCC1 (1,3-Dicyclohexylcarbodiimide), N,N-dimethylaminopyridine, C(C1=CN=CC=C1)(=O)O (nicotinic acid), C(CCCC\C=C/C\C=C/C\C=C/CCCCC)OCCCO (1-(z,z,z-octadeca-6,9,12-trienyloxy)-3-hydroxypropane). The solvent is C(Cl)Cl (methylene chloride), C(Cl)Cl (methylene chloride). Yields the product C(CCCC\C=C/C\C=C/C\C=C/CCCCC)(=O)OCCCOCC1=CN=CC=C1 (1-(z,z,z-octadeca-6,9,12-trienoyloxy)-3-(nicotinyloxy)-propane). The yield is 81.0%. Reaction SMILES: C1(N=[C:8]=[N:9][CH:10]2[CH2:15][CH2:14][CH2:13][CH2:12]C2)CCCCC1.C(O)(=[O:23])C1C=CC=NC=1.[CH2:25]([O:43][CH2:44][CH2:45][CH2:46][OH:47])[CH2:26][CH2:27][CH2:28][CH2:29]/[CH:30]=[CH:31]\[CH2:32]/[CH:33]=[CH:34]\[CH2:35]/[CH:36]=[CH:37]\[CH2:38][CH2:39][CH2:40][CH2:41][CH3:42]>C(Cl)Cl>[C:25]([O:43][CH2:44][CH2:45][CH2:46][O:47][CH2:12][C:13]1[CH:14]=[CH:15][CH:10]=[N:9][CH:8]=1)(=[O:23])[CH2:26][CH2:27][CH2:28][CH2:29]/[CH:30]=[CH:31]\[CH2:32]/[CH:33]=[CH:34]\[CH2:35]/[CH:36]=[CH:37]\[CH2:38][CH2:39][CH2:40][CH2:41][CH3:42]. Procedure details: 1,3-Dicyclohexylcarbodiimide (211 g, 1.02 mol) and 4-(N,N-dimethylaminopyridine (141 g, 1.15 mol) in methylene chloride (2000 ml) were added with stirring to a solution of nicotinic acid (131 g, 1.07 mol) and 1-(z,z,z-octadeca-6,9,12-trienyloxy)-3-hydroxypropane (300 g, 0.89 mol) in methylene chloride (2000 ml). The progress of reaction was monitored by tlc. On completion, the reaction mixture was filtered and the organic layer washed with 2M hydrochloric acid (2000 ml) and water (3×2000 ml), dr... Reactants: Cl, O=N[O-], Nc1nc2nc(C3CC3)nc(O)c2s1, [Na+], [Na+], [OH-]. Product: Oc1nc(C2CC2)nc2nc(Cl)sc12. As a reaction SMILES: [ClH:19].[N:15]([O-:16])=[O:17].[NH2:1][c:2]1[s:3][c:4]2[c:5]([n:6][c:7]([CH:11]3[CH2:12][CH2:13]3)[n:8][c:9]2[OH:10])[n:14]1.[Na+:18].[Na+:21].[OH-:20]>>[c:2]1([Cl:19])[s:3][c:4]2[c:5]([n:6][c:7]([CH:11]3[CH2:12][CH2:13]3)[n:8][c:9]2[OH:10])[n:14]1.